From a dataset of the Open Reaction Database (ORD), a public repository of structured organic reaction records. describe an organic reaction: reactants, conditions, products, and yield Reactants: N (NH3), FC1=CC=C(C=C1)C(C#N)=C(C1=CC=NC=C1)O (2-(4-Fluorophenyl)-3-hydroxy-3-pyridin-4-ylacrylonitrile), ice, ice. Solvent: Br (HBr). Conditions: time 2 hour. The product is FC1=CC=C(C=C1)CC(=O)C1=CC=NC=C1 (2-(4-Fluorophenyl)-1-pyridin-4-ylethanone). Reaction SMILES: [F:1][C:2]1[CH:7]=[CH:6][C:5]([C:8](=[C:11]([OH:18])[C:12]2[CH:17]=[CH:16][N:15]=[CH:14][CH:13]=2)C#N)=[CH:4][CH:3]=1.N>Br>[F:1][C:2]1[CH:7]=[CH:6][C:5]([CH2:8][C:11]([C:12]2[CH:17]=[CH:16][N:15]=[CH:14][CH:13]=2)=[O:18])=[CH:4][CH:3]=1. Procedure: 2-(4-Fluorophenyl)-3-hydroxy-3-pyridin-4-ylacrylonitrile (0.15 mol/40.6 g) was dissolved in 290 ml of 48% HBr. With vigorous stirring, the reaction mixture was heated under reflux for 24 h. 500 g of ice were then added to the reaction mixture, and the mixture was stirred for another 2 h. After addition of a further 300 g of ice and neutralization of the mixture to pH 7 using concentrated NH3 and a further 60 min of stirring, the title compound was obtained as an ochre-brown precipitate. The prec...